Dataset: the Open Reaction Database (ORD), a public repository of structured organic reaction records. Task: describe an organic reaction: reactants, conditions, products, and yield Starting materials: Cc1ccccc1C(=O)c1ccc(Nc2ccc(Br)cc2COCCO)cc1Cl, CC(=O)OC1C(=O)NC(=O)C1OC(C)=O. Yields the product CC(=O)OC1C(=O)N(CCOCc2cc(Br)ccc2Nc2ccc(C(=O)c3ccccc3C)c(Cl)c2)C(=O)C1OC(C)=O. RXN SMILES: [Br:1][c:2]1[cH:3][c:4]([CH2:25][O:26][CH2:27][CH2:28][OH:29])[c:5]([NH:8][c:9]2[cH:10][c:11]([Cl:24])[c:12]([C:15](=[O:16])[c:17]3[c:18]([CH3:23])[cH:19][cH:20][cH:21][cH:22]3)[cH:13][cH:14]2)[cH:6][cH:7]1.[C:30]([CH3:31])(=[O:32])[O:33][CH:34]1[C:35](=[O:36])[NH:37][C:38](=[O:44])[CH:39]1[O:40][C:41]([CH3:42])=[O:43]>>[Br:1][c:2]1[cH:3][c:4]([CH2:25][O:26][CH2:27][CH2:28][N:37]2[C:35](=[O:36])[CH:34]([O:33][C:30]([CH3:31])=[O:32])[CH:39]([O:40][C:41]([CH3:42])=[O:43])[C:38]2=[O:44])[c:5]([NH:8][c:9]2[cH:10][c:11]([Cl:24])[c:12]([C:15](=[O:16])[c:17]3[c:18]([CH3:23])[cH:19][cH:20][cH:21][cH:22]3)[cH:13][cH:14]2)[cH:6][cH:7]1. The reactants are C(C)(=O)O[BH-](OC(C)=O)OC(C)=O.[Na+] (Sodium triacetoxyborohydride), CC(C)(C1=CC=CC=C1)N (1-methyl-1-phenylethylamine), CC(=O)C (acetone). Solvent: ClCCl (dichloromethane). Reaction conditions: time 16 hour. Yields the product C(C)(C)NC(C)(C)C1=CC=CC=C1 (N-Isopropyl-2-phenyl-2-propanamine). As a reaction SMILES: C(O[BH-](OC(=O)C)OC(=O)C)(=O)C.[Na+].[CH3:15][C:16]([NH2:24])([C:18]1[CH:23]=[CH:22][CH:21]=[CH:20][CH:19]=1)[CH3:17].[CH3:25][C:26]([CH3:28])=O>ClCCl>[CH:26]([NH:24][C:16]([C:18]1[CH:23]=[CH:22][CH:21]=[CH:20][CH:19]=1)([CH3:17])[CH3:15])([CH3:28])[CH3:25] |f:0.1|. Procedure: Sodium triacetoxyborohydride (4.5 g, 21.2 mmol) was added portionwise to a solution of 1-methyl-1-phenylethylamine (0.96 g, 7.1 mmol) in a mixture of acetone (5 ml) and dichloromethane (120 ml). The reaction mixture was stirred at room temperature for 16 hours. The solvent was removed under reduced pressure and the residue was partitioned between aqueous sodium hydroxide solution (2M, 100 ml) and ethyl acetate (200 ml). The ethyl acetate layer was washed with water (100 ml) and brine (100 ml) an... The reactants are O=C1C(=NC2=CC=CC=C2N1)C(=O)OCC (3,4-Dihydro-3-oxo-2-quinoxalinecarboxylic acid, ethyl ester), C(C=C)Br (allyl bromide), C([O-])([O-])=O.[K+].[K+] (potassium carbonate). Run in CC(CC)=O (butanone). Product: C(C=C)N1C(C(=NC2=CC=CC=C12)C(=O)OCC)=O (4-Allyl-3,4-dihydro-3-oxo-2-quinoxalinecarboxylic acid, ethyl ester). RXN SMILES: [O:1]=[C:2]1[NH:11][C:10]2[C:5](=[CH:6][CH:7]=[CH:8][CH:9]=2)[N:4]=[C:3]1[C:12]([O:14][CH2:15][CH3:16])=[O:13].[CH2:17](Br)[CH:18]=[CH2:19].C(=O)([O-])[O-].[K+].[K+]>CC(=O)CC>[CH2:19]([N:11]1[C:10]2[C:5](=[CH:6][CH:7]=[CH:8][CH:9]=2)[N:4]=[C:3]([C:12]([O:14][CH2:15][CH3:16])=[O:13])[C:2]1=[O:1])[CH:18]=[CH2:17] |f:2.3.4|. Procedure details: 3,4-Dihydro-3-oxo-2-quinoxalinecarboxylic acid, ethyl ester (5 g), allyl bromide (2.8 g) and anhydrous potassium carbonate (15 g) in butanone (100 ml) were stirred and heated under reflux for 3 hours and cooled. The solid was filtered off and the filtrate was evaporated. The residue was crystallised from cyclohexane to give a yellow solid, which had m.p. 77°-79° (56%). Starting materials: Cl, NC(=O)c1[nH]c2ccccc2c1-c1ccc([N+](=O)[O-])cc1, [Na+], [OH-], [Sn]. The product is NC(=O)c1[nH]c2ccccc2c1-c1ccc(N)cc1. Reaction SMILES: [ClH:25].[N+:2]([O-:3])(=[O:4])[c:5]1[cH:6][cH:7][c:8](-[c:11]2[c:12]([C:20](=[O:21])[NH2:22])[nH:13][c:14]3[cH:15][cH:16][cH:17][cH:18][c:19]23)[cH:9][cH:10]1.[Na+:24].[OH-:23].[Sn:1]>>[NH2:2][c:5]1[cH:6][cH:7][c:8](-[c:11]2[c:12]([C:20](=[O:21])[NH2:22])[nH:13][c:14]3[cH:15][cH:16][cH:17][cH:18][c:19]23)[cH:9][cH:10]1. The reactants are ClC1=CC=C(C=C1)C(CO)C(C)C (2-(4-chlorophenyl)-3-methylbutanol), mixture, CN(C=O)C (dimethylformamide), [H-].[Na+] (sodium hydride), O(C1=CC=CC=C1)C=1C=C(CBr)C=CC1 (3-phenoxybenzyl bromide), ice hydrochloric acid, mineral spirits. Solvent: C1(=CC=CC=C1)C (toluene), C1(=CC=CC=C1)C (toluene), C1(=CC=CC=C1)C (toluene). Reaction conditions: time 15 minute. Product: ClC1=CC=C(C=C1)C(COCC1=CC(=CC=C1)OC1=CC=CC=C1)C(C)C (3-phenoxybenzyl 2-(4-chlorophenyl)-2-isopropylethyl ether). Reaction SMILES: [Cl:1][C:2]1[CH:7]=[CH:6][C:5]([CH:8]([CH:11]([CH3:13])[CH3:12])[CH2:9][OH:10])=[CH:4][CH:3]=1.CN(C)C=O.[H-].[Na+].[O:21]([C:28]1[CH:29]=[C:30]([CH:33]=[CH:34][CH:35]=1)[CH2:31]Br)[C:22]1[CH:27]=[CH:26][CH:25]=[CH:24][CH:23]=1>C1(C)C=CC=CC=1>[Cl:1][C:2]1[CH:3]=[CH:4][C:5]([CH:8]([CH:11]([CH3:13])[CH3:12])[CH2:9][O:10][CH2:31][C:30]2[CH:33]=[CH:34][CH:35]=[C:28]([O:21][C:22]3[CH:27]=[CH:26][CH:25]=[CH:24][CH:23]=3)[CH:29]=2)=[CH:6][CH:7]=1 |f:2.3|. Reported procedure: 2.0 g of 2-(4-chlorophenyl)-3-methylbutanol in 10 ml of a 20% mixture of dimethylformamide and toluene was added over a 5 minute period to sodium hydride (0.8 g, 50% in oil) in 20 ml of toluene at 110°-120° C, and the mixture was stirred for 15 minutes. 3.0 g of 3-phenoxybenzyl bromide in 15 ml of toluene was then added over a 15 minute period and the mixture was gently refluxed for 2 hours, then was cooled and 10 ml of mineral spirits was added. The mixture was poured into ice/hydrochloric acid...